From a dataset of the Open Reaction Database (ORD), a public repository of structured organic reaction records. describe an organic reaction: reactants, conditions, products, and yield Starting materials: FCCBr, O=C([O-])[O-], CC(C)(C)OC(=O)NCCc1nn[nH]n1, [Cs+], [Cs+], CN(C)C=O. The product is CC(C)(C)OC(=O)NCCc1nnn(CCF)n1. Reaction SMILES: [Br:22][CH2:23][CH2:24][F:25].[C:16](=[O:17])([O-:18])[O-:19].[C:1]([CH3:2])([CH3:3])([CH3:4])[O:5][C:6]([NH:7][CH2:8][CH2:9][c:10]1[n:11][n:12][nH:13][n:14]1)=[O:15].[Cs+:20].[Cs+:21].[O:26]=[CH:27][N:28]([CH3:29])[CH3:30]>>[C:1]([CH3:2])([CH3:3])([CH3:4])[O:5][C:6]([NH:7][CH2:8][CH2:9][c:10]1[n:11][n:12][n:13]([CH2:23][CH2:24][F:25])[n:14]1)=[O:15]. The reactants are C(C)(=O)Cl (acetyl chloride), C(C)(=O)O[BH-](OC(C)=O)OC(C)=O.[Na+] (Sodium triacetoxyborohydride), NC(COC1=C(C=C(C=C1)NC(C1=CC(=CC=C1)C(F)(F)F)=O)C=1N(N=CC1Cl)C)(C)C (N-(4-(2-amino-2-methylpropoxy)-3-(4-chloro-2-methyl-2H-pyrazol-3-yl)phenyl)-3-(trifluoromethyl)benzamide), C(CC)=O (propionaldehyde). The solvent is CO (methanol), C1CCOC1 (THF). Run at time 4 hour. Yields the product ClC1=C(N(N=C1)C)C=1C=C(C=CC1OCC(C)(NCCC)C)NC(C1=CC(=CC=C1)C(F)(F)F)=O (N-[3-(4-Chloro-2-methyl-2H-pyrazol-3-yl)-4-(2-methyl-2-propylamino-propoxy)-phenyl]-3-trifluoromethyl-benzamide). Isolated yield 51.3%. As a reaction SMILES: C(O[BH-](OC(=O)C)OC(=O)C)(=O)C.[Na+].[NH2:15][C:16]([CH3:46])([CH3:45])[CH2:17][O:18][C:19]1[CH:24]=[CH:23][C:22]([NH:25][C:26](=[O:37])[C:27]2[CH:32]=[CH:31][CH:30]=[C:29]([C:33]([F:36])([F:35])[F:34])[CH:28]=2)=[CH:21][C:20]=1[C:38]1[N:39]([CH3:44])[N:40]=[CH:41][C:42]=1[Cl:43].[CH:47](=O)[CH2:48][CH3:49].C(Cl)(=O)C>C1COCC1.CO>[Cl:43][C:42]1[CH:41]=[N:40][N:39]([CH3:44])[C:38]=1[C:20]1[CH:21]=[C:22]([NH:25][C:26](=[O:37])[C:27]2[CH:32]=[CH:31][CH:30]=[C:29]([C:33]([F:36])([F:34])[F:35])[CH:28]=2)[CH:23]=[CH:24][C:19]=1[O:18][CH2:17][C:16]([CH3:46])([NH:15][CH2:47][CH2:48][CH3:49])[CH3:45] |f:0.1|. Reported procedure: Sodium triacetoxyborohydride (34 mg, 161 μmol) was added to a solution of N-(4-(2-amino-2-methylpropoxy)-3-(4-chloro-2-methyl-2H-pyrazol-3-yl)phenyl)-3-(trifluoromethyl)benzamide (53.8 mg, 115 μmol) and propionaldehyde (6.7 mg, 115 μmol) in THF (0.5 mL), and the mixture was stirred at room temperature. After 4 hours, the reaction was quenched with saturated sodium bicarbonate and extracted with dichloromethane. The extract was evaporated to dryness, the residue was redissolved in methanol, and t... Reactants: CCCCc1nc(C)n(-c2ccc3c(c2)CCC3O)c(=O)c1Cc1ccc(-c2ccccc2-c2noc(=O)[nH]2)cc1, CCOC(C)=O, CC#N, [Na+], [Na+], O, O=S([O-])([O-])=S. The product is CCCCc1nc(C)n(-c2ccc3c(c2)CCC3=O)c(=O)c1Cc1ccc(-c2ccccc2-c2noc(=O)[nH]2)cc1. As a reaction SMILES: [CH2:1]([CH2:2][CH2:3][CH3:4])[c:5]1[c:6]([CH2:23][c:24]2[cH:25][cH:26][c:27](-[c:30]3[c:31](-[c:36]4[n:37][o:38][c:39](=[O:41])[nH:40]4)[cH:32][cH:33][cH:34][cH:35]3)[cH:28][cH:29]2)[c:7](=[O:22])[n:8](-[c:12]2[cH:13][c:14]3[c:18]([cH:19][cH:20]2)[CH:17]([OH:21])[CH2:16][CH2:15]3)[c:9]([CH3:11])[n:10]1.[CH3:42][CH2:43][O:44][C:45](=[O:46])[CH3:47].[CH3:56][C:57]#[N:58].[Na+:54].[Na+:55].[OH2:48].[S:49]([O-:50])([O-:51])(=[O:52])=[S:53]>>[CH2:1]([CH2:2][CH2:3][CH3:4])[c:5]1[c:6]([CH2:23][c:24]2[cH:25][cH:26][c:27](-[c:30]3[c:31](-[c:36]4[n:37][o:38][c:39](=[O:41])[nH:40]4)[cH:32][cH:33][cH:34][cH:35]3)[cH:28][cH:29]2)[c:7](=[O:22])[n:8](-[c:12]2[cH:13][c:14]3[c:18]([cH:19][cH:20]2)[C:17](=[O:21])[CH2:16][CH2:15]3)[c:9]([CH3:11])[n:10]1. Reactants: CC(C)O, [K+], NCCOS(=O)(=O)[O-], COc1ccccc1OCC1CO1, [OH-], O. Product: COc1ccccc1OCC1CNCCO1. As a reaction SMILES: [CH:24]([OH:25])([CH3:26])[CH3:27].[K+:23].[NH2:14][CH2:15][CH2:16][O:17][S:18]([O-:19])(=[O:20])=[O:21].[O:1]1[CH:2]([CH2:3][O:4][c:5]2[c:6]([O:11][CH3:12])[cH:7][cH:8][cH:9][cH:10]2)[CH2:13]1.[OH-:22].[OH2:28]>>[CH:2]1([CH2:3][O:4][c:5]2[c:6]([O:11][CH3:12])[cH:7][cH:8][cH:9][cH:10]2)[CH2:13][NH:14][CH2:15][CH2:16][O:17]1. The reactants are ClCC(=O)C1=CC=C(C=C1)Cl (2,4′-dichloroacetophenone), C(#N)[S-].[K+] (potassium rhodanide). Reaction conditions: time 1 hour. Product: ClC1=CC=C(C=C1)C(CSC#N)=O (1-(4-chloro-phenyl)-2-thiocyanato-ethanone). The yield is 90.0%. Reaction SMILES: Cl[CH2:2][C:3]([C:5]1[CH:10]=[CH:9][C:8]([Cl:11])=[CH:7][CH:6]=1)=[O:4].[C:12]([S-:14])#[N:13].[K+]>>[Cl:11][C:8]1[CH:9]=[CH:10][C:5]([C:3](=[O:4])[CH2:2][S:14][C:12]#[N:13])=[CH:6][CH:7]=1 |f:1.2|. Procedure: A solution of 945 mg (5 mmol) 2,4′-dichloroacetophenone and 583 mg (6 mmol) potassium rhodanide was heated to reflux for 30 minutes. After a few minutes a precipitation was formed. The solvent was evaporated under reduced pressure and the residue was suspended in tetrahydrofurane, stirred for 1 hour at room temperature, filtered and the filtrate was concentrated in vacuo. The residue was stirred with heptane and little ethanol for 15 minutes. The product was filtered off and dried to yield 953 m... The reactants are ClCCNC(C1=C(C=CC=C1)[N+](=O)[O-])=O (N-(2-chloroethyl)-2-nitrobenzamide), [F-].[K+] (potassium fluoride on alumina). Solvent: C(C)#N (acetonitrile). Reaction conditions: time 24 hour. Yields the product C=1(OCCN1)C1=C(C=CC=C1)[N+](=O)[O-] (2-(2,5-oxazolinyl)nitrobenzene). Yield: 98.3%. RXN SMILES: Cl[CH2:2][CH2:3][NH:4][C:5](=[O:15])[C:6]1[CH:11]=[CH:10][CH:9]=[CH:8][C:7]=1[N+:12]([O-:14])=[O:13].[F-].[K+]>C(#N)C>[C:5]1([C:6]2[CH:11]=[CH:10][CH:9]=[CH:8][C:7]=2[N+:12]([O-:14])=[O:13])[O:15][CH2:2][CH2:3][N:4]=1 |f:1.2|. Reported procedure: To a solution of N-(2-chloroethyl)-2-nitrobenzamide (3.63 g) in acetonitrile (100 ml) was slowly added 40% potassium fluoride on alumina (10 g). This slurry was stirred at ambient temperature for 24 hours. The potassium fluoride on alumina was filtered through a bed of celite, washed with ethyl acetate. The solvent was evaporated to give 2-(2,5-oxazolinyl)nitrobenzene (3.0 g). Reactants: C1(=CCCCC1)CCNC1=C(C(=O)OCC)C=CC=N1 (ethyl 2-{[2-(1-cyclohexen-1-yl)ethyl]amino}nicotinate), C(C)C(CNC1=C(C(=O)OCC)C=CC=N1)CC (ethyl 2-[(2-ethylbutyl)amino]nicotinate). Product: C1(=CCCCC1)CCN1C(OC(C2=C1N=CC=C2)=O)=O (1-[2-(1-cyclohexen-1-yl)ethyl]-2H-pyrido[2,3-d][1,3]oxazine-2,4(1H)-dione). Reaction SMILES: [C:1]1([CH2:7][CH2:8][NH:9][C:10]2[N:20]=[CH:19][CH:18]=[CH:17][C:11]=2[C:12]([O:14][CH2:15]C)=[O:13])[CH2:6][CH2:5][CH2:4][CH2:3][CH:2]=1.C(C(CC)CNC1N=CC=CC=1C(OCC)=[O:29])C>>[C:1]1([CH2:7][CH2:8][N:9]2[C:10]3[N:20]=[CH:19][CH:18]=[CH:17][C:11]=3[C:12](=[O:13])[O:14][C:15]2=[O:29])[CH2:6][CH2:5][CH2:4][CH2:3][CH:2]=1. Procedure details: The title compound was prepared according to the procedure of Example 3B substituting the product of Example 45A for the product of Example 3A (0.493 g, 91%). MS (DCI) m/z 290 (M+NH4)+.